From a dataset of the Open Reaction Database (ORD), a public repository of structured organic reaction records. describe an organic reaction: reactants, conditions, products, and yield The reactants are BrC1=CN(C2=NC=CC=C21)S(=O)(=O)C=2C=CC=C1C=CC=NC21 (8-(3-bromo-pyrrolo[2,3-b]pyridine-1-sulfonyl)-quinoline), COC1=NC=CC(=N1)B(O)O (2-methoxy-pyrimidine-4-boronic acid), C(C)(=O)OCC (Ethyl acetate), O (water). Reagents/catalysts: C=1C=CC(=CC1)[P](C=2C=CC=CC2)(C=3C=CC=CC3)[Pd]([P](C=4C=CC=CC4)(C=5C=CC=CC5)C=6C=CC=CC6)([P](C=7C=CC=CC7)(C=8C=CC=CC8)C=9C=CC=CC9)[P](C=1C=CC=CC1)(C=1C=CC=CC1)C=1C=CC=CC1 (tetrakis(triphenylphosphine)palladium(0)). Run in C([O-])([O-])=O.[K+].[K+] (potassium carbonate), O1CCCC1 (tetrahydrofuran). Run at temperature 120 celsius. Product: COC1=NC=C(C=N1)C1=CN(C2=NC=CC=C21)S(=O)(=O)C=2C=CC=C1C=CC=NC21 (8-[3-(2-methoxy-pyrimidin-5-yl)-pyrrolo[2,3-b]pyridine-1-sulfonyl]-quinoline). Isolated yield 5.6%. As a reaction SMILES: Br[C:2]1[C:10]2[C:5](=[N:6][CH:7]=[CH:8][CH:9]=2)[N:4]([S:11]([C:14]2[CH:15]=[CH:16][CH:17]=[C:18]3[C:23]=2[N:22]=[CH:21][CH:20]=[CH:19]3)(=[O:13])=[O:12])[CH:3]=1.[CH3:24][O:25][C:26]1[N:31]=[C:30](B(O)O)[CH:29]=[CH:28][N:27]=1.C(OCC)(=O)C.O>C(=O)([O-])[O-].[K+].[K+].O1CCCC1.C1C=CC([P]([Pd]([P](C2C=CC=CC=2)(C2C=CC=CC=2)C2C=CC=CC=2)([P](C2C=CC=CC=2)(C2C=CC=CC=2)C2C=CC=CC=2)[P](C2C=CC=CC=2)(C2C=CC=CC=2)C2C=CC=CC=2)(C2C=CC=CC=2)C2C=CC=CC=2)=CC=1>[CH3:24][O:25][C:26]1[N:31]=[CH:30][C:29]([C:2]2[C:10]3[C:5](=[N:6][CH:7]=[CH:8][CH:9]=3)[N:4]([S:11]([C:14]3[CH:15]=[CH:16][CH:17]=[C:18]4[C:23]=3[N:22]=[CH:21][CH:20]=[CH:19]4)(=[O:13])=[O:12])[CH:3]=2)=[CH:28][N:27]=1 |f:4.5.6,^1:56,58,77,96|. Reported procedure: In a microwave reaction tube, 8-(3-bromo-pyrrolo[2,3-b]pyridine-1-sulfonyl)-quinoline (44, 68 mg, 0.18 mmol), 2-methoxy-pyrimidine-4-boronic acid (67.4 mg, 0.438 mmol), and tetrakis(triphenylphosphine)palladium(0) (10 mg, 0.0088 mmol) were mixed in 1.0 M of potassium carbonate (0.52 mL) and tetrahydrofuran (0.84 mL). The resulting mixture was heated at 120° C. in a CEM Discover microwave unit for 10 minutes. Ethyl acetate and water were added and two layers were separated. The aqueous layer was ... Reactants: FC1=C(C=C(N)C=C1)[N+](=O)[O-] (4-fluoro-3-nitroaniline), C1(CCCCCC1)N (cycloheptylamine), C(O)([O-])=O.[Na+] (sodium hydrogen carbonate). Solvent: O (water), CC(C)O (2-propanol). Yields the product C1(CCCCCC1)NC1=C(C=C(C=C1)N)[N+](=O)[O-] (1-(N-cycloheptylamino)-2-nitro-4-aminobenzene). As a reaction SMILES: F[C:2]1[CH:8]=[CH:7][C:5]([NH2:6])=[CH:4][C:3]=1[N+:9]([O-:11])=[O:10].[CH:12]1([NH2:19])[CH2:18][CH2:17][CH2:16][CH2:15][CH2:14][CH2:13]1.C(=O)([O-])O.[Na+]>O.CC(O)C>[CH:12]1([NH:19][C:2]2[CH:8]=[CH:7][C:5]([NH2:6])=[CH:4][C:3]=2[N+:9]([O-:11])=[O:10])[CH2:18][CH2:17][CH2:16][CH2:15][CH2:14][CH2:13]1 |f:2.3|. Reported procedure: A mixture of 3.12 g (0.020 mol) of 4-fluoro-3-nitroaniline, 2.28 g (0.022 mol) of cycloheptylamine and 1.7 g (0.020 mol) of sodium hydrogen carbonate was refluxed for 3 hours in 5 ml of water and 5 ml of 2-propanol. After cooling to room temperature, the residues were filtered off and the filtrate was extracted with chloroform. The solvent was removed in vacuo and the residue was recrystallized from 20% hydrochloric acid. A green-brown solid melting at 153° C. was obtained. RXN SMILES: [Cl:1][C:2]1[N:7]=[C:6]([Cl:8])[C:5]([Cl:9])=[C:4](Cl)[C:3]=1[Cl:11].[CH2:12]([NH2:19])[C:13]1[CH:18]=[CH:17][CH:16]=[CH:15][CH:14]=1>O1CCOCC1>[CH2:12]([NH:19][C:4]1[C:5]([Cl:9])=[C:6]([Cl:8])[N:7]=[C:2]([Cl:1])[C:3]=1[Cl:11])[C:13]1[CH:18]=[CH:17][CH:16]=[CH:15][CH:14]=1. Procedure details: Pentachloropyridine (80 g, 320 mmol) is treated with benzyl amine (104 mL, 96 mmol), dissolved in dioxane (1 L) and refluxed for 16 hours. The reaction mixture is cooled to ambient temperature and the precipitated white solid is removed by filtration. The filtrate is concentrated to a brown residue and triturated with 4% ethyl acetate in hexane (3×250 mL) to give 4-benzylamino-2,3,5,6-tetrachloropyridine as an off-white solid (40 g, 124 mmol). This material is dissolved in chloroform (400 mL), c... Starting materials: ClC1=C(C(=C(C(=N1)Cl)Cl)Cl)Cl (Pentachloropyridine), C(C1=CC=CC=C1)N (benzyl amine). Product: C(C1=CC=CC=C1)NC1=C(C(=NC(=C1Cl)Cl)Cl)Cl (4-benzylamino-2,3,5,6-tetrachloropyridine). The solvent is O1CCOCC1 (dioxane). Isolated yield 129.2%. Reactants: OC1=C(C=C(CC2N(CCC3=CC(=C(C=C23)OC)OC)CC(=O)NCC2=CC=CC=C2)C=C1)OC (2-[1-(4-hydroxy-3-methoxy-benzyl)-6,7-dimethoxy-3,4-dihydro-1H-isoquinolin-2-yl]-N-benzyl-acetamide), C(C=C)Br (allyl bromide). Product: C(C=C)OC1=C(C=C(CC2N(CCC3=CC(=C(C=C23)OC)OC)CC(=O)NCC2=CC=CC=C2)C=C1)OC (2-[1-(4-allyloxy-3-methoxy-benzyl)-6,7-dimethoxy-3,4-dihydro-1H-isoquinolin-2-yl]-N-benzyl-acetamide). As a reaction SMILES: [OH:1][C:2]1[CH:33]=[CH:32][C:5]([CH2:6][CH:7]2[C:16]3[C:11](=[CH:12][C:13]([O:19][CH3:20])=[C:14]([O:17][CH3:18])[CH:15]=3)[CH2:10][CH2:9][N:8]2[CH2:21][C:22]([NH:24][CH2:25][C:26]2[CH:31]=[CH:30][CH:29]=[CH:28][CH:27]=2)=[O:23])=[CH:4][C:3]=1[O:34][CH3:35].[CH2:36](Br)[CH:37]=[CH2:38]>>[CH2:38]([O:1][C:2]1[CH:33]=[CH:32][C:5]([CH2:6][CH:7]2[C:16]3[C:11](=[CH:12][C:13]([O:19][CH3:20])=[C:14]([O:17][CH3:18])[CH:15]=3)[CH2:10][CH2:9][N:8]2[CH2:21][C:22]([NH:24][CH2:25][C:26]2[CH:31]=[CH:30][CH:29]=[CH:28][CH:27]=2)=[O:23])=[CH:4][C:3]=1[O:34][CH3:35])[CH:37]=[CH2:36]. Procedure: prepared by reaction of 2-[1-(4-hydroxy-3-methoxy-benzyl)-6,7-dimethoxy-3,4-dihydro-1H-isoquinolin-2-yl]-N-benzyl-acetamide with allyl bromide Reported procedure: (R)-4-(Methylthio)-1,2-butanediol (0.4 g, 2.9 mmol) was dissolved in 5 ml of pyridine and cooled to 0°-5° C. p-Toluenesulfonyl chloride (1.65 g, 9.0 mmol) was added and, after 5 minutes, the cooling bath removed, and the mixture stirred at room temperature for 2 hours, at which point it was diluted with 15 ml of H2O and extracted with 20 ml of ethyl acetate. The organic extract was washed with saturated NaCl, dried (MgSO4) and stripped to yield 0.5 g of present, crude title product as an oil, al... Yields the product C1(=CC=C(C=C1)S(=O)(=O)OC[C@@H](CCSC)OS(=O)(=O)C1=CC=C(C=C1)C)C ((R)-4-(Methylthio)-2-(p-toluenesulfonyloxy)butyl p-Toluenesulfonate). Solvent: N1=CC=CC=C1 (pyridine). RXN SMILES: [CH3:1][S:2][CH2:3][CH2:4][C@@H:5]([OH:8])[CH2:6][OH:7].[C:9]1([CH3:19])[CH:14]=[CH:13][C:12]([S:15](Cl)(=[O:17])=[O:16])=[CH:11][CH:10]=1>N1C=CC=CC=1>[C:9]1([CH3:19])[CH:14]=[CH:13][C:12]([S:15]([O:7][CH2:6][C@H:5]([O:8][S:15]([C:12]2[CH:13]=[CH:14][C:9]([CH3:19])=[CH:10][CH:11]=2)(=[O:17])=[O:16])[CH2:4][CH2:3][S:2][CH3:1])(=[O:17])=[O:16])=[CH:11][CH:10]=1. Conditions: time 2 hour. The reactants are CSCC[C@H](CO)O ((R)-4-(Methylthio)-1,2-butanediol), C1(=CC=C(C=C1)S(=O)(=O)Cl)C (p-Toluenesulfonyl chloride). The reactants are O=C(NCC12CC3CC(CC(C3)C1)C2)c1cc(Br)ccc1Cl, CCCCC([Sn])=C(CCCC)CCCC, Cc1ccccc1, CC(C)=O, [Cs+], [F-], c1ccc(P(c2ccccc2)(c2ccccc2)[Pd](P(c2ccccc2)(c2ccccc2)c2ccccc2)(P(c2ccccc2)(c2ccccc2)c2ccccc2)P(c2ccccc2)(c2ccccc2)c2ccccc2)cc1. The product is C=Cc1ccc(Cl)c(C(=O)NCC23CC4CC(CC(C4)C2)C3)c1. As a reaction SMILES: [Br:1][c:2]1[cH:3][cH:4][c:5]([Cl:22])[c:6]([C:7](=[O:8])[NH:9][CH2:10][C:11]23[CH2:12][CH:13]4[CH2:14][CH:15]([CH2:16][CH:17]([CH2:18]2)[CH2:19]4)[CH2:20]3)[cH:21]1.[CH2:23]([CH2:24][CH2:36][CH3:37])[C:25]([Sn:26])=[C:27]([CH2:28][CH2:29][CH2:30][CH3:31])[CH2:32][CH2:33][CH2:34][CH3:35].[CH3:40][c:41]1[cH:42][cH:43][cH:44][cH:45][cH:46]1.[CH3:47][C:48](=[O:49])[CH3:50].[Cs+:39].[F-:38].[cH:51]1[cH:52][cH:53][c:54]([P:55]([Pd:56]([P:57]([c:58]2[cH:59][cH:60][cH:61][cH:62][cH:63]2)([c:64]2[cH:65][cH:66][cH:67][cH:68][cH:69]2)[c:70]2[cH:71][cH:72][cH:73][cH:74][cH:75]2)([P:76]([c:77]2[cH:78][cH:79][cH:80][cH:81][cH:82]2)([c:83]2[cH:84][cH:85][cH:86][cH:87][cH:88]2)[c:89]2[cH:90][cH:91][cH:92][cH:93][cH:94]2)[P:95]([c:96]2[cH:97][cH:98][cH:99][cH:100][cH:101]2)([c:102]2[cH:103][cH:104][cH:105][cH:106][cH:107]2)[c:108]2[cH:109][cH:110][cH:111][cH:112][cH:113]2)([c:114]2[cH:115][cH:116][cH:117][cH:118][cH:119]2)[c:120]2[cH:121][cH:122][cH:123][cH:124][cH:125]2)[cH:126][cH:127]1>>[c:2]1([CH:23]=[CH2:24])[cH:3][cH:4][c:5]([Cl:22])[c:6]([C:7](=[O:8])[NH:9][CH2:10][C:11]23[CH2:12][CH:13]4[CH2:14][CH:15]([CH2:16][CH:17]([CH2:18]2)[CH2:19]4)[CH2:20]3)[cH:21]1. Reactants: CCCCn1c(=O)n(Cc2ccccc2)c(=O)c2[nH]c(Cc3ccc(NC(=O)OC(C)(C)C)cc3)nc21, O=C([O-])O, Cl, [Na+], C1COCCO1, O. Yields the product CCCCn1c(=O)n(Cc2ccccc2)c(=O)c2[nH]c(Cc3ccc(N)cc3)nc21. RXN SMILES: [C:1]([O:2][C:3](=[O:4])[NH:7][c:8]1[cH:9][cH:10][c:11]([CH2:14][c:15]2[n:16][c:17]3[n:18]([CH2:33][CH2:34][CH2:35][CH3:36])[c:19](=[O:32])[n:20]([CH2:25][c:26]4[cH:27][cH:28][cH:29][cH:30][cH:31]4)[c:21](=[O:24])[c:22]3[nH:23]2)[cH:12][cH:13]1)([CH3:5])([CH3:6])[CH3:37].[C:40](=[O:41])([OH:42])[O-:43].[ClH:38].[Na+:44].[O:45]1[CH2:46][CH2:47][O:48][CH2:49][CH2:50]1.[OH2:39]>>[NH2:7][c:8]1[cH:9][cH:10][c:11]([CH2:14][c:15]2[n:16][c:17]3[n:18]([CH2:33][CH2:34][CH2:35][CH3:36])[c:19](=[O:32])[n:20]([CH2:25][c:26]4[cH:27][cH:28][cH:29][cH:30][cH:31]4)[c:21](=[O:24])[c:22]3[nH:23]2)[cH:12][cH:13]1. Starting materials: C(C)(C)(C)C1=CC(=CC(O1)=O)O (6-(tert-butyl)-4-hydroxy-2H-pyran-2-one), [NH4+].[OH-] (NH4OH). Run in C1(=CC=CC=C1)C (toluene). Yields the product C(C)(C)(C)C1=CC(=CC(N1)=O)O (6-tert-Butyl-4-hydroxypyridin-2(1H)-one). Yield: 80.0%. RXN SMILES: [C:1]([C:5]1[O:10][C:9](=O)[CH:8]=[C:7]([OH:12])[CH:6]=1)([CH3:4])([CH3:3])[CH3:2].[NH4+:13].[OH-]>C1(C)C=CC=CC=1>[C:1]([C:5]1[NH:13][C:9](=[O:10])[CH:8]=[C:7]([OH:12])[CH:6]=1)([CH3:4])([CH3:3])[CH3:2] |f:1.2|. Reported procedure: A mixture of 6-(tert-butyl)-4-hydroxy-2H-pyran-2-one (38 g, 168 mmol) and aq. NH4OH (150 mL, 30%) in dry toluene (200 mL) was heated at reflux for 1 h. The resulting mixture was concentrated and purified by CC (PE/EA=5/1) to give compound 17a (22.5 g, 80%) as a white solid.